describe an organic reaction: reactants, conditions, products, and yield From a dataset of the Open Reaction Database (ORD), a public repository of structured organic reaction records. Starting materials: COC=1C=C(OCC(C[N+](=O)[O-])=O)C=CC1OC (1-(3,4-Dimethoxyphenoxy)-3-nitropropan-2-one), Cl (HCl), [H][H] (hydrogen). Reagents/catalysts: [Pd] (Pd—C). Solvent: CO (MeOH). Yields the product Cl.NCC(COC1=CC(=C(C=C1)OC)OC)=O (1-Amino-3-(3,4-dimethoxyphenoxy)propan-2-one hydrochloride). As a reaction SMILES: [CH3:1][O:2][C:3]1[CH:4]=[C:5]([CH:14]=[CH:15][C:16]=1[O:17][CH3:18])[O:6][CH2:7][C:8](=[O:13])[CH2:9][N+:10]([O-])=O.[ClH:19].[H][H]>[Pd].CO>[ClH:19].[NH2:10][CH2:9][C:8](=[O:13])[CH2:7][O:6][C:5]1[CH:14]=[CH:15][C:16]([O:17][CH3:18])=[C:3]([O:2][CH3:1])[CH:4]=1 |f:5.6|. Procedure: To a MeOH (7 ml) solution of the compound (0.660 g) obtained in Example 19-(2), 10% Pd—C (0.330 g) and an aqueous solution of 1N HCl (14 ml) were added and the mixture was stirred at room temperature for 5 hours in a hydrogen gas atmosphere. The insoluble matter was filtered off and the filtrate was concentrated to give the titled compound (0.715 g, brown amorphous.) Starting materials: C1(=CC=CC=C1)N1C(NC(C1=O)=CN(C)C)=O (3-Phenyl-5-(dimethylaminomethylene)-imidazoline-2,4-dione), CC(C)([O-])C.[K+] (potassium tert-butoxide), C(C)(=O)O (Acetic acid), 2-Chlorocycloxeanone. Solvent: CN(C=O)C (dimethylformamide), O1CCCC1 (tetrahydrofuran). Run at time 30 minute. The product is C1(=CC=CC=C1)N1C(N2C(=CNC=3CCCCC23)C1=O)=O (2-Phenyl-6,7,8,9-tetrahydroimidazo[1,5,a]quinoxaline-1,3(2H,5H)-dione). As a reaction SMILES: [C:1]1([N:7]2[C:11](=[O:12])[C:10](=[CH:13][N:14]([CH3:16])C)[NH:9][C:8]2=[O:17])[CH:6]=[CH:5][CH:4]=[CH:3][CH:2]=1.C[C:19]([CH3:22])([O-])[CH3:20].[K+].[C:24](O)(=O)[CH3:25]>CN(C)C=O.O1CCCC1>[C:1]1([N:7]2[C:11](=[O:12])[C:10]3=[CH:13][NH:14][C:16]4[CH2:24][CH2:25][CH2:20][CH2:19][C:22]=4[N:9]3[C:8]2=[O:17])[CH:2]=[CH:3][CH:4]=[CH:5][CH:6]=1 |f:1.2|. Reported procedure: To a solution of 3-Phenyl-5-(dimethylaminomethylene)-imidazoline-2,4-dione (1.3 g) in dimethylformamide (20 mL) at 0° C. was added 1M potassium tert-butoxide (5 mL) in tetrahydrofuran. After 5 min 2-Chlorocycloxeanone (700 mg) was added and the mixture was stirred for 30 min. Acetic acid (1 mL) was added and the solvent was removed at reduced pressure. To the resulting residue was added ammonium acetate (10 gm) and acetic acid (25 ml) and the mixture was heated to reflux for 4 h. The solvent was... The reactants are FC(Br)(Br)Br, CCC1CCC(C2CCC(C=O)CC2)CC1, COCCOC, C1CCOC1, c1ccc(P(c2ccccc2)c2ccccc2)cc1. Product: CCC1CCC(C2CCC(C=C(F)Br)CC2)CC1. As a reaction SMILES: [Br:1][C:2]([F:3])([Br:4])[Br:5].[CH2:25]([CH3:26])[CH:27]1[CH2:28][CH2:29][CH:30]([CH:33]2[CH2:34][CH2:35][CH:36]([CH:39]=[O:40])[CH2:37][CH2:38]2)[CH2:31][CH2:32]1.[CH3:41][O:42][CH2:43][CH2:44][O:45][CH3:46].[O:47]1[CH2:48][CH2:49][CH2:50][CH2:51]1.[c:6]1([P:7]([c:8]2[cH:9][cH:10][cH:11][cH:12][cH:13]2)[c:14]2[cH:15][cH:16][cH:17][cH:18][cH:19]2)[cH:20][cH:21][cH:22][cH:23][cH:24]1>>[Br:1][C:2]([F:3])=[CH:39][CH:36]1[CH2:35][CH2:34][CH:33]([CH:30]2[CH2:29][CH2:28][CH:27]([CH2:25][CH3:26])[CH2:32][CH2:31]2)[CH2:38][CH2:37]1. The reactants are [OH-].[K+] (KOH), C(C)(=O)OCC=1C=C(C=CC1)CN1CCN(CC1)C1=C(C=CC=C1)OC(C)C (1-(3-Acetoxymethylphenyl)methyl-4-[2-(1-methylethoxy)phenyl]-piperazine), [OH-].[K+] (KOH). Solvent: C(C)(C)O (isopropanol), CO (methanol). Conditions: time 8 hour. The product is OCC=1C=C(C=CC1)CN1CCN(CC1)C1=C(C=CC=C1)OC(C)C (1-(3-Hydroxymethylphenyl)methyl-4-[2-(1-methylethoxy)phenyl]-piperazine). The yield is 84.6%. RXN SMILES: [OH-].[K+].C([O:6][CH2:7][C:8]1[CH:9]=[C:10]([CH2:14][N:15]2[CH2:20][CH2:19][N:18]([C:21]3[CH:26]=[CH:25][CH:24]=[CH:23][C:22]=3[O:27][CH:28]([CH3:30])[CH3:29])[CH2:17][CH2:16]2)[CH:11]=[CH:12][CH:13]=1)(=O)C>CO.C(O)(C)C>[OH:6][CH2:7][C:8]1[CH:9]=[C:10]([CH2:14][N:15]2[CH2:20][CH2:19][N:18]([C:21]3[CH:26]=[CH:25][CH:24]=[CH:23][C:22]=3[O:27][CH:28]([CH3:30])[CH3:29])[CH2:17][CH2:16]2)[CH:11]=[CH:12][CH:13]=1 |f:0.1|. Procedure: To a solution of 85% KOH (0.5 g, 7.57 mmol) in 50 mL of methanol was added compound 3 (2.50 g, 5.97 mmol). After overnight stirring, thin layer chromatography indicated very little reaction progress so the reaction mixture was refluxed under argon for several minutes. Chromatographic analysis still indicated little reaction progress so the reaction mixture was cooled. Additional KOH (0.53 g) was added and reflux was continued another 15 minutes. After this period of time, the starting material w... Starting materials: CN(C=C1SC(=S)N(Cc2ccccc2)C1=O)c1ccc(O)cc1, COCCBr, ClC(Cl)Cl, [K+], [K+], O=C([O-])[O-], CN(C)C=O. The product is COCCOc1ccc(N(C)C=C2SC(=S)N(Cc3ccccc3)C2=O)cc1. RXN SMILES: [CH2:1]([c:2]1[cH:3][cH:4][cH:5][cH:6][cH:7]1)[N:8]1[C:9](=[S:24])[S:10][C:11](=[CH:14][N:15]([c:16]2[cH:17][cH:18][c:19]([OH:22])[cH:20][cH:21]2)[CH3:23])[C:12]1=[O:13].[CH3:31][O:32][CH2:33][CH2:34][Br:35].[Cl:41][CH:42]([Cl:43])[Cl:44].[K+:25].[K+:26].[O-:27][C:28]([O-:29])=[O:30].[O:36]=[CH:37][N:38]([CH3:39])[CH3:40]>>[CH2:1]([c:2]1[cH:3][cH:4][cH:5][cH:6][cH:7]1)[N:8]1[C:9](=[S:24])[S:10][C:11](=[CH:14][N:15]([c:16]2[cH:17][cH:18][c:19]([O:22][CH2:34][CH2:33][O:32][CH3:31])[cH:20][cH:21]2)[CH3:23])[C:12]1=[O:13]. The reactants are C1(C(C(C(C(C1O)O)O)O)O)O (D-chiro-inositol), C1(C(C(C(C(C1O)O)O)O)O)O (L-chiro-inositol), C([C@@H]1[C@@H]([C@@H]([C@H]([C@H](O1)OC2[C@@H]([C@H](C([C@@H]([C@@H]2O)O)O)O)O)O)O)O)O (Fagopyritol A1), C([C@@H]1[C@@H]([C@@H]([C@H]([C@H](O1)OC2[C@H]([C@@H](C([C@H]([C@@H]2O)O)O)O)O)O)O)O)O (Fagopyritol B1). The product is O=C[C@H](O)[C@@H](O)[C@@H](O)[C@H](O)CO (D-galactose), C1(C(C(C(C(C1O)O)O)O)O)O (D-chiro-inositol), C([C@@H]1[C@@H]([C@@H]([C@H]([C@H](O1)OC2[C@@H]([C@H](C([C@@H]([C@@H]2O)O)O)O)O)O)O)O)O (Fagopyritol A1), C([C@@H]1[C@@H]([C@@H]([C@H]([C@H](O1)OC2[C@H]([C@@H](C([C@H]([C@@H]2O)O)O)O)O)O)O)O)O (Fagopyritol B1). As a reaction SMILES: [CH:1]1([OH:12])[CH:6]([OH:7])[CH:5]([OH:8])[CH:4]([OH:9])[CH:3]([OH:10])[CH:2]1[OH:11].[CH2:13]([OH:35])[C@H:14]1[O:19][C@H:18]([O:20][CH:21]2[C@@H:26]([OH:27])[C@@H:25]([OH:28])[CH:24]([OH:29])[C@H:23]([OH:30])[C@H:22]2[OH:31])[C@H:17]([OH:32])[C@@H:16]([OH:33])[C@H:15]1[OH:34].[CH2:36]([OH:58])[C@H:37]1[O:42][C@H:41]([O:43][CH:44]2[C@@H:49]([OH:50])[C@H:48]([OH:51])[CH:47]([OH:52])[C@@H:46]([OH:53])[C@@H:45]2[OH:54])[C@H:40]([OH:55])[C@@H:39]([OH:56])[C@H:38]1[OH:57]>>[O:7]=[CH:6][C@@H:5]([C@H:4]([C@H:3]([C@@H:2]([CH2:1][OH:12])[OH:11])[OH:10])[OH:9])[OH:8].[CH:21]1([OH:20])[CH:22]([OH:31])[CH:23]([OH:30])[CH:24]([OH:29])[CH:25]([OH:28])[CH:26]1[OH:27].[CH2:36]([OH:58])[C@H:37]1[O:42][C@H:41]([O:43][CH:44]2[C@@H:45]([OH:54])[C@@H:46]([OH:53])[CH:47]([OH:52])[C@H:48]([OH:51])[C@H:49]2[OH:50])[C@H:40]([OH:55])[C@@H:39]([OH:56])[C@H:38]1[OH:57].[CH2:13]([OH:35])[C@H:14]1[O:19][C@H:18]([O:12][CH:1]2[C@@H:2]([OH:11])[C@H:3]([OH:10])[CH:4]([OH:9])[C@@H:5]([OH:8])[C@@H:6]2[OH:7])[C@H:17]([OH:32])[C@@H:16]([OH:33])[C@H:15]1[OH:34]. Procedure details: Results. Buckwheat bran was extracted with 50% EtOH, and the resulting extract chromatographed on carbon-Celite, 1:1 (w/w), to purify Fagopyritol A1. Fagopyritol B1 was also purified from the same sample for comparison. Per(pentafluoropropionates) of chiro-inositol from acid hydrolysis of Fagopyritol A1 and Fagopyritol B1 co-chromatographed on a chiral column with authentic D-chiro-inositol, but not with authentic L-chiro-inositol. Hydrolysis of Fagopyritol A1 and Fagopyritol B1 produced D-galac...